Dataset: the Open Reaction Database (ORD), a public repository of structured organic reaction records. Task: describe an organic reaction: reactants, conditions, products, and yield Starting materials: O (water), compound, O.NN (hydrazine monohydrate), N1=CC=CC=C1 (pyridine), ClC(=O)OCC1=CC=CC=C1 (benzyl chloroformate). The solvent is C(C)(=O)OCC (ethyl acetate), O1CCCC1 (tetrahydrofuran). Reaction conditions: time 10 minute. Yields the product C(N)(OCC1=CC=CC=C1)=O (benzyl carbamate). As a reaction SMILES: O.NN.[N:4]1C=CC=CC=1.Cl[C:11]([O:13][CH2:14][C:15]1[CH:20]=[CH:19][CH:18]=[CH:17][CH:16]=1)=[O:12].O>O1CCCC1.C(OCC)(=O)C>[C:11](=[O:12])([O:13][CH2:14][C:15]1[CH:20]=[CH:19][CH:18]=[CH:17][CH:16]=1)[NH2:4] |f:0.1|. Reported procedure: The compound obtained in Example 190, (1) (200 mg) was dissolved in tetrahydrofuran (2 ml), pyridine (58 μl) and benzyl chloroformate (68 μl) were added to the solution, and the resulting mixture was stirred at room temperature for 10 minutes. Distilled water and ethyl acetate were added to the reaction mixture, and the layers were separated. The organic layer was washed with saturated aqueous sodium chloride, then dried over anhydrous sodium sulfate, and filtered. The filtrate was concentrated ... Reactants: NC1=NC(=C2N=CNC2=N1)NN (2-Amino-6-hydrazino-9H-purine), C(C1=CC=C(C=C1)OC)=O (p-anisaldehyde). Run in C(C)(=O)O (acetic acid). Conditions: time 4 hour. The product is NC1=NC(=C2N=CNC2=N1)NN=CC1=CC=C(C=C1)OC (2-amino-6-p-methoxybenzylidenehydrazino-9H-purine). The yield is 65.4%. As a reaction SMILES: [NH2:1][C:2]1[N:10]=[C:9]2[C:5]([N:6]=[CH:7][NH:8]2)=[C:4]([NH:11][NH2:12])[N:3]=1.[CH:13](=O)[C:14]1[CH:19]=[CH:18][C:17]([O:20][CH3:21])=[CH:16][CH:15]=1>C(O)(=O)C>[NH2:1][C:2]1[N:10]=[C:9]2[C:5]([N:6]=[CH:7][NH:8]2)=[C:4]([NH:11][N:12]=[CH:13][C:14]2[CH:19]=[CH:18][C:17]([O:20][CH3:21])=[CH:16][CH:15]=2)[N:3]=1. Reported procedure: 2-Amino-6-hydrazino-9H-purine (1.0 g, 6.1 mmol) and p-anisaldehyde (1.24 g, 9.1 mmol) were added to acetic acid (40 ml), and the mixture was stirred for 4 hours at room temperature. After completion of reaction, the solvent was evaporated under reduced pressure so as to precipitate solid crystals. The crystals were recrystallized from DMF to obtain 1.13 g (yield 66%) of colorless powdery crystals (m.p.=174° C. (decomposed)). Reactants: S1(NCCCC1)(=O)=O ([1,2]thiazinane 1,1-dioxide), BrC=1C=NC=C(C1)CCl (3-bromo-5-chloromethyl-pyridine), [H-].[Na+] (NaH). The product is BrC=1C=C(C=NC1)CN1S(CCCC1)(=O)=O (2-(5-bromo-pyridin-3-ylmethyl)-[1,2]thiazinane 1,1-dioxide). As a reaction SMILES: [S:1]1(=[O:8])(=[O:7])[CH2:6][CH2:5][CH2:4][CH2:3][NH:2]1.[Br:9][C:10]1[CH:11]=[N:12][CH:13]=[C:14]([CH2:16]Cl)[CH:15]=1.[H-].[Na+]>>[Br:9][C:10]1[CH:15]=[C:14]([CH2:16][N:2]2[CH2:3][CH2:4][CH2:5][CH2:6][S:1]2(=[O:8])=[O:7])[CH:13]=[N:12][CH:11]=1 |f:2.3|. Procedure details: In analogy to the procedure described for the preparation of intermediate A-12 [B] and to the procedure described for the preparation of intermediate A-3 [C], [1,2]thiazinane 1,1-dioxide was reacted with 3-bromo-5-chloromethyl-pyridine (intermediate A-12 [A]) in the presence of NaH to give 2-(5-bromo-pyridin-3-ylmethyl)-[1,2]thiazinane 1,1-dioxide, which was subsequently reacted with 1-methyl-6-(4,4,5,5-tetramethyl-[1,3,2]dioxaborolan-2-yl)-3,4-dihydro-1H-quinolin-2-one (intermediate A-1) to giv... The product is C=CCOc1cccc2oc(CC)c(C)c12. Starting materials: O=C([O-])[O-], C=CCBr, CCc1oc2cccc(O)c2c1C, CC(C)=O, [K+], [K+]. As a reaction SMILES: [C:18](=[O:19])([O-:20])[O-:21].[CH2:14]([CH:15]=[CH2:16])[Br:17].[CH2:1]([CH3:2])[c:3]1[o:4][c:5]2[c:6]([c:7]1[CH3:8])[c:9]([OH:13])[cH:10][cH:11][cH:12]2.[CH3:24][C:25](=[O:26])[CH3:27].[K+:22].[K+:23]>>[CH2:1]([CH3:2])[c:3]1[o:4][c:5]2[c:6]([c:7]1[CH3:8])[c:9]([O:13][CH2:16][CH:15]=[CH2:14])[cH:10][cH:11][cH:12]2. Starting materials: Cc1c(C=O)[nH]c2c1C(=O)N(CCN1CCCCC1)CCC2, COCC(=O)Nc1cc2c(cc1F)CC(=O)N2. Yields the product COCC(=O)Nc1cc2c(cc1F)C(=Cc1[nH]c3c(c1C)C(=O)N(CCN1CCCCC1)CCC3)C(=O)N2. As a reaction SMILES: [CH3:1][c:2]1[c:3]([CH:21]=[O:22])[nH:4][c:5]2[c:6]1[C:7](=[O:20])[N:8]([CH2:12][CH2:13][N:14]1[CH2:15][CH2:16][CH2:17][CH2:18][CH2:19]1)[CH2:9][CH2:10][CH2:11]2.[F:23][c:24]1[cH:25][c:26]2[c:30]([cH:31][c:32]1[NH:33][C:34]([CH2:35][O:36][CH3:37])=[O:38])[NH:29][C:28](=[O:39])[CH2:27]2>>[CH3:1][c:2]1[c:3]([CH:21]=[C:27]2[c:26]3[cH:25][c:24]([F:23])[c:32]([NH:33][C:34]([CH2:35][O:36][CH3:37])=[O:38])[cH:31][c:30]3[NH:29][C:28]2=[O:39])[nH:4][c:5]2[c:6]1[C:7](=[O:20])[N:8]([CH2:12][CH2:13][N:14]1[CH2:15][CH2:16][CH2:17][CH2:18][CH2:19]1)[CH2:9][CH2:10][CH2:11]2. Starting materials: ClC1=C2CC(=C(OC2=CC=C1)C=O)CN([C@H](C(=O)O)CC(C)C)C ((S)-2-[(5-chloro-2-formyl-4H-chromen-3-ylmethyl)-methyl-amino]-4-methyl-pentanoic acid), NC=1SC=CN1 (2-aminothiazole), N-ethyl-N-dimethyaminopropyl carbodiimide hydrochloride, ON1N=NC2=C1C=CC=C2 (N-hydroxybenzotriazole). Solvent: C(Cl)Cl (methylene chloride), O (water). The product is S1C(=NC=C1)NC([C@H](CC(C)C)N1C(C2=C(C1)CC=1C(=CC=CC1O2)Cl)=O)=O ((S)-2-(8-chloro-3-oxo-3,9-dihydro-1H-chromeno[2,3-c]pyrrol-2-yl)-4-methyl-pentanoic acid thiazol-2-yl-amide). Isolated yield 44.7%. RXN SMILES: [Cl:1][C:2]1[CH:11]=[CH:10][CH:9]=[C:8]2[C:3]=1[CH2:4][C:5]([CH2:14][N:15](C)[C@@H:16]([CH2:20][CH:21]([CH3:23])[CH3:22])[C:17]([OH:19])=O)=[C:6]([CH:12]=[O:13])[O:7]2.[NH2:25][C:26]1[S:27][CH:28]=[CH:29][N:30]=1.ON1C2C=CC=CC=2N=N1>C(Cl)Cl.O>[S:27]1[CH:28]=[CH:29][N:30]=[C:26]1[NH:25][C:17](=[O:19])[C@@H:16]([N:15]1[CH2:14][C:5]2[CH2:4][C:3]3[C:2]([Cl:1])=[CH:11][CH:10]=[CH:9][C:8]=3[O:7][C:6]=2[C:12]1=[O:13])[CH2:20][CH:21]([CH3:22])[CH3:23]. Reported procedure: A solution of (S)-2-[(5-chloro-2-formyl-4H-chromen-3-ylmethyl)-methyl-amino]-4-methyl-pentanoic acid (300 mg, 2.1 mmol) (Example 3, Step 1c), commercially available 2-aminothiazole (109 mg, 1.07 mmol), N-ethyl-N-dimethyaminopropyl carbodiimide hydrochloride (EDCI. HCl) (190 mg, 0.98 mmol), and N-hydroxybenzotriazole (HOBt) (132 mg, 0.982 mmol) in methylene chloride (15 mL) was stirred for 16 hours at 25° C. The reaction mixture was diluted with water and extracted with ethyl acetate (3×). The co... The reactants are 4-nitrophenylhydrazone, [N+](=O)([O-])C1=CC=C(C=C1)NN=C(C(CCC)=O)OCC (Ethyl 2-oxopentanoate 4-nitrophenylhydrazone). Run in Cl (hydrochloric acid). Yields the product C(C)C1=CNC2=CC=C(C=C12)[N+](=O)[O-] (3-Ethyl-5-nitro-1H-indole). Isolated yield 89.7%. Reaction SMILES: [N+:1]([C:4]1[CH:9]=[CH:8][C:7]([NH:10]N=C(OCC)C(=O)CCC)=[CH:6][CH:5]=1)([O-:3])=[O:2]>Cl>[CH2:5]([C:4]1[C:6]2[C:7](=[CH:8][CH:9]=[C:4]([N+:1]([O-:3])=[O:2])[CH:5]=2)[NH:10][CH:9]=1)[CH3:6]. Reported procedure: The 4-nitrophenylhydrazone of ethyl 2-oxopentanoate (D29) (0.72 g, 2.60 mM) was heated to reflux for 16 h in concentrated hydrochloric acid. After cooling to room temperature the precipitated solid was filtered off. Chromatography on silica using dichloromethane as eluant gave the title compound as a yellow solid (0.22 g; 45%).